Dataset: the Open Reaction Database (ORD), a public repository of structured organic reaction records. Task: describe an organic reaction: reactants, conditions, products, and yield The reactants are C(CCCCCCC)C1=CC=C(N)C=C1 (4-octylaniline), BrC1CCCCCC1 (bromocyclo-heptane), C([O-])([O-])=O.[K+].[K+] (potassium carbonate). The solvent is CN(P(=O)(N(C)C)N(C)C)C (hexamethylphosphoramide). Conditions: time 7 hour. Yields the product C1(CCCCCC1)NC1=CC=C(C=C1)CCCCCCCC (N-cycloheptyl-N-(4-octylphenyl)amine). Isolated yield 53.2%. As a reaction SMILES: [CH2:1]([C:9]1[CH:15]=[CH:14][C:12]([NH2:13])=[CH:11][CH:10]=1)[CH2:2][CH2:3][CH2:4][CH2:5][CH2:6][CH2:7][CH3:8].Br[CH:17]1[CH2:23][CH2:22][CH2:21][CH2:20][CH2:19][CH2:18]1.C(=O)([O-])[O-].[K+].[K+]>CN(C)P(N(C)C)(N(C)C)=O>[CH:17]1([NH:13][C:12]2[CH:11]=[CH:10][C:9]([CH2:1][CH2:2][CH2:3][CH2:4][CH2:5][CH2:6][CH2:7][CH3:8])=[CH:15][CH:14]=2)[CH2:23][CH2:22][CH2:21][CH2:20][CH2:19][CH2:18]1 |f:2.3.4|. Procedure details: A mixture of 10.0 g of 4-octylaniline, 8.6 g of bromocyclo-heptane, 13.5 g of potassium carbonate and 50 ml of hexamethylphosphoramide (HMPA) was stirred at 90° to 100° C. for 7 hours. After cooling, a saturated saline solution was added to the reaction mixture and the mixture was extracted with ethyl acetate. The extract was washed and dried, and the solvent was removed under reduced pressure. The residue was purified by silica gel column chromatography (solvent; hexane:ethyl acetate=50:1) to g... Reactants: C[C@H]1N(CCCC1)C1=C(C=C(C(=O)O)C=C1)C(F)(F)F (4-[(2R)-2-methylpiperidin-1-yl]-3-(trifluoromethyl)benzoic acid), ON=C(N)C1=CC2=C(NC=N2)C=C1 (N′-hydroxy-1H-benzimidazole-5-carboximidamide). Yields the product C[C@H]1N(CCCC1)C1=C(C=C(C=C1)C1=NC(=NO1)C1=CC2=C(NC=N2)C=C1)C(F)(F)F (5-{5-[4-[(2R)-2-methylpiperidin-1-yl]-3-(trifluoromethyl)phenyl]-1,2,4-oxadiazol-3-yl}-1H-benzimidazole). As a reaction SMILES: [CH3:1][C@@H:2]1[CH2:7][CH2:6][CH2:5][CH2:4][N:3]1[C:8]1[CH:16]=[CH:15][C:11]([C:12]([OH:14])=O)=[CH:10][C:9]=1[C:17]([F:20])([F:19])[F:18].O[N:22]=[C:23]([C:25]1[CH:33]=[CH:32][C:28]2[NH:29][CH:30]=[N:31][C:27]=2[CH:26]=1)[NH2:24]>>[CH3:1][C@@H:2]1[CH2:7][CH2:6][CH2:5][CH2:4][N:3]1[C:8]1[CH:16]=[CH:15][C:11]([C:12]2[O:14][N:22]=[C:23]([C:25]3[CH:33]=[CH:32][C:28]4[NH:29][CH:30]=[N:31][C:27]=4[CH:26]=3)[N:24]=2)=[CH:10][C:9]=1[C:17]([F:19])([F:18])[F:20]. Procedure details: Title compound was prepared following general procedure 3 starting from Intermediate 26 (300 mg; 1.04 mmol; 1 eq.), and Intermediate 1 (183.98 mg; 1.04 mmol; 1 eq.). After evaporation of the solvents, the solid residue was triturated with ACN, filtered and dried under vacuum to give the title compound as an off-white solid. 1H NMR (DMSO-d5) δ 12.78 (br m, 1H), 8.50-8.26 (m, 2H), 8.04-7.68 (m, 3H), 3.16 (m, 1H), 3.02-2.90 (m, 1H), 2.69-2.55 (m, 1H), 1.87-1.20 (m, 6H), 0.78 (d, J=6.1 Hz, 3H). HPLC... Reactants: CCOC(=O)C(C)(Cc1ccc(OCCC2CN(Cc3ccc(C(F)(F)F)cc3)C(=O)N2CC)cc1)Oc1ccccc1, CCO, [Na+], [OH-]. Yields the product CCN1C(=O)N(Cc2ccc(C(F)(F)F)cc2)CC1CCOc1ccc(CC(C)(Oc2ccccc2)C(=O)O)cc1. As a reaction SMILES: [CH2:1]([CH3:2])[O:3][C:4]([C:5]([CH2:6][c:7]1[cH:8][cH:9][c:10]([O:13][CH2:14][CH2:15][CH:16]2[N:17]([CH2:33][CH3:34])[C:18](=[O:32])[N:19]([CH2:21][c:22]3[cH:23][cH:24][c:25]([C:28]([F:29])([F:30])[F:31])[cH:26][cH:27]3)[CH2:20]2)[cH:11][cH:12]1)([O:35][c:36]1[cH:37][cH:38][cH:39][cH:40][cH:41]1)[CH3:42])=[O:43].[CH3:46][CH2:47][OH:48].[Na+:45].[OH-:44]>>[O:3]=[C:4]([C:5]([CH2:6][c:7]1[cH:8][cH:9][c:10]([O:13][CH2:14][CH2:15][CH:16]2[N:17]([CH2:33][CH3:34])[C:18](=[O:32])[N:19]([CH2:21][c:22]3[cH:23][cH:24][c:25]([C:28]([F:29])([F:30])[F:31])[cH:26][cH:27]3)[CH2:20]2)[cH:11][cH:12]1)([O:35][c:36]1[cH:37][cH:38][cH:39][cH:40][cH:41]1)[CH3:42])[OH:43]. Starting materials: CCC([BH-](C(CC)C)C(CC)C)C.[Li+] (L-Selectride), OO (H2O2), [Si](C1=CC=CC=C1)(C1=CC=CC=C1)(C(C)(C)C)O[C@H]1C[C@@H](C(CC1)=O)F ((2S*,4R*)-4-{[tert-butyl(diphenyl)silyl]oxy}-2-fluorocyclohexanone), [O-]S(=O)[O-].[Na+].[Na+] (Na2SO3), ice. Solvent: C1CCOC1 (THF), C(C)(C)(C)OC (tert-BuOMe), C1CCOC1 (THF). Yields the product [Si](C1=CC=CC=C1)(C1=CC=CC=C1)(C(C)(C)C)O[C@H]1C[C@@H]([C@@H](CC1)O)F ((1R*,2S*,4R*)-4-{[tert-Butyl(diphenyl)silyl]oxy}-2-fluorocyclohexanol). Isolated yield 66.3%. RXN SMILES: CCC(C)[BH-](C(C)CC)C(C)CC.[Li+].[Si:15]([O:32][C@@H:33]1[CH2:38][CH2:37][C:36](=[O:39])[C@@H:35]([F:40])[CH2:34]1)([C:28]([CH3:31])([CH3:30])[CH3:29])([C:22]1[CH:27]=[CH:26][CH:25]=[CH:24][CH:23]=1)[C:16]1[CH:21]=[CH:20][CH:19]=[CH:18][CH:17]=1.OO.[O-]S([O-])=O.[Na+].[Na+]>C1COCC1.C(OC)(C)(C)C>[Si:15]([O:32][C@@H:33]1[CH2:38][CH2:37][C@@H:36]([OH:39])[C@@H:35]([F:40])[CH2:34]1)([C:28]([CH3:31])([CH3:29])[CH3:30])([C:22]1[CH:27]=[CH:26][CH:25]=[CH:24][CH:23]=1)[C:16]1[CH:17]=[CH:18][CH:19]=[CH:20][CH:21]=1 |f:0.1,4.5.6|. Reported procedure: L-Selectride® (1M in THF; 69.0 mL; 69.0 mm01) is dropped into a stirred solution of (2S*,4R*)-4-{[tert-butyl(diphenyl)silyl]oxy}-2-fluorocyclohexanone (example C14; 23.3 g; 62.8 mmol) in dry THF (230 mL) at −15° C. The reaction mixture is stirred over night and cooled to 0° C. before careful addition of ice cold water (100 mL), followed by dropwise addition of H2O2 (30% solution in water; 39.0 mL). After 30 min. saturated Na2SO3-solution (80 mL) is dropwise added at 0° C. tert-BuOMe (300 mL) is ... Reactants: C(C)OC(\C=C\C1C2CC3CC(CC1C3)C2)=O ((E)-3-tricyclo[3.3.1.1-3,7]dec-2-yl-2-propenoic acid ethyl ester), C(C)OC(\C=C/C1C2CC3CC(CC1C3)C2)=O ((Z)-3-tricyclo[3.3.1.1-3,7]dec-2-yl-2-propenoic acid ethyl ester), [H][H] (hydrogen). The reagents and catalysts are [Pd] (Pd/C). The solvent is C(C)(=O)OCC (ethyl acetate). The product is C(C)OC(CCC1C2CC3CC(CC1C3)C2)=O (tricyclo[3.3.1.1-3,7]decane-2-propanoic acid ethyl ester). Reaction SMILES: [CH2:1]([O:3][C:4](=[O:17])/[CH:5]=[CH:6]/[CH:7]1[CH:14]2[CH2:15][CH:10]3[CH2:11][CH:12]([CH2:16][CH:8]1[CH2:9]3)[CH2:13]2)[CH3:2].C(OC(=O)/C=C\C1C2CC3CC(CC1C3)C2)C.[H][H]>C(OCC)(=O)C.[Pd]>[CH2:1]([O:3][C:4](=[O:17])[CH2:5][CH2:6][CH:7]1[CH:8]2[CH2:9][CH:10]3[CH2:11][CH:12]([CH2:13][CH:14]1[CH2:15]3)[CH2:16]2)[CH3:2]. Procedure details: The mixture of (E)-3-tricyclo[3.3.1.1-3,7]dec-2-yl-2-propenoic acid ethyl ester and (Z)-3-tricyclo[3.3.1.1-3,7]dec-2-yl-2-propenoic acid ethyl ester (0.018 mol, 4.23 g), dissolved in ethyl acetate (500 mL) was hydrogenated over 10% Pd/C catalyst (450 mg), (1 atm H2) with vigorous stirring until the uptake of hydrogen ceased (1 h). The reaction mixture was filtered through a pad of celite, and the filtrate dried (Na2SO4) and concentrated in vacuo to provide tricyclo[3.3.1.1-3,7]decane-2-propanoic... The reactants are N1CCC(CC1)=O (4-piperidone), ClCCCN1CCCCC1 (1-(3-chloropropyl)piperidine). RXN SMILES: [NH:1]1[CH2:6][CH2:5][C:4](=[O:7])[CH2:3][CH2:2]1.Cl[CH2:9][CH2:10][CH2:11][N:12]1[CH2:17][CH2:16][CH2:15][CH2:14][CH2:13]1>>[N:12]1([CH2:11][CH2:10][CH2:9][N:1]2[CH2:6][CH2:5][C:4](=[O:7])[CH2:3][CH2:2]2)[CH2:17][CH2:16][CH2:15][CH2:14][CH2:13]1. Procedure details: 1-(3-(1-Piperidinyl)propyl)-4-piperidone is prepared from 4-piperidone and 1-(3-chloropropyl)piperidine essentially as described above in Example 38, Scheme C, step a. The product is N1(CCCCC1)CCCN1CCC(CC1)=O (1-(3-(1-Piperidinyl)propyl)-4-piperidone). The reactants are BrC=1C=C2C(=CNC2=CC1)C[C@@H]1N(CCC1)C ((R)-5-Bromo-3-[(N-methylpyrrolidin-2-yl)methyl] 1 H-indole), C(C1=CC=CC=C1)OC(=O)N1[C@H](CCC1)C(=O)C1=CNC2=CC=C(C=C12)Br ((R)-3-(N-benzyloxycarbonylpyrrolidin-2-ylcarbonyl)-5-bromo-1H-indole). Product: BrC=1C=C2C(=CNC2=CC1)CCN(C)C (5-Bromo-3-[2-(N,N-dimethylamino)ethyl]-1 H-indole). Reaction SMILES: [Br:1][C:2]1[CH:3]=[C:4]2[C:8](=[CH:9][CH:10]=1)[NH:7][CH:6]=[C:5]2[CH2:11][C@H:12]1CC[CH2:14][N:13]1[CH3:17].C(OC(N1CCC[C@@H]1C(C1C2C(=CC=C(Br)C=2)NC=1)=O)=O)C1C=CC=CC=1>>[Br:1][C:2]1[CH:3]=[C:4]2[C:8](=[CH:9][CH:10]=1)[NH:7][CH:6]=[C:5]2[CH2:11][CH2:12][N:13]([CH3:14])[CH3:17]. Procedure details: (R)-5-Bromo-3-[(N-methylpyrrolidin-2-yl)methyl] 1 H-indole: (63%) from (R)-3-(N-benzyloxycarbonylpyrrolidin-2-ylcarbonyl)-5-bromo-1H-indole (Example 1a). Starting materials: C(C)(C)O (isopropanol), C(C=C)N1C(=O)CCC2=CC(=CC=C12)O (1-allyl-6-hydroxy-3,4-dihydrocarbostyril), C1CCC2=NCCCN2CC1 (DBU), C1(CCCCC1)N1CCN(CC1)CCC(C)Br (4-cyclohexyl-1-γ-bromobutylpiperazine). Run in CO (methanol), C(Cl)(Cl)Cl (chloroform). Product: C(C=C)N1C(=O)CCC2=CC(=CC=C12)OCCCC(=O)N1CCN(CC1)C1CCCCC1 (1-allyl-6-[3-(4-cyclohexyl-1-piperazinylcarbonyl)propoxy]-3,4-dihydrocarbostyril). Reaction SMILES: C([OH:4])(C)C.[CH2:5]([N:8]1[C:18]2[C:13](=[CH:14][C:15]([OH:19])=[CH:16][CH:17]=2)[CH2:12][CH2:11][C:9]1=[O:10])[CH:6]=[CH2:7].C1CCN2C(=NCCC2)CC1.[CH:31]1([N:37]2[CH2:42][CH2:41][N:40]([CH2:43][CH2:44][CH:45](Br)[CH3:46])[CH2:39][CH2:38]2)[CH2:36][CH2:35][CH2:34][CH2:33][CH2:32]1>CO.C(Cl)(Cl)Cl>[CH2:5]([N:8]1[C:18]2[C:13](=[CH:14][C:15]([O:19][CH2:46][CH2:45][CH2:44][C:43]([N:40]3[CH2:41][CH2:42][N:37]([CH:31]4[CH2:36][CH2:35][CH2:34][CH2:33][CH2:32]4)[CH2:38][CH2:39]3)=[O:4])=[CH:16][CH:17]=2)[CH2:12][CH2:11][C:9]1=[O:10])[CH:6]=[CH2:7]. Reported procedure: Into 100 ml isopropanol were added 2.0 g of 1-allyl-6-hydroxy-3,4-dihydrocarbostyril and 1.8 ml of DBU. The mixture was refluxed under stirring and 4.2 g of 4-cyclohexyl-1-γ-bromobutylpiperazine was added thereto. After the addition operation, the reaction mixture was further refluxed under stirring for 8 hours, then concentrated. The residue thus obtained was extracted with chloroform and the chloroform layer was washed with 1N-NaOH aqueous solution and water, then dried with anhydrous sodium s... Starting materials: C([O-])([O-])=O.[Li+].[Li+] (lithium carbonate), FC1=C(C=C(C#N)C=C1)OC (4-fluoro-3-methoxybenzonitrile), OC(C)(C)[C@@H]1[C@@H](NCC1)C ((2S,3S)-3-(1-hydroxy-1-methylethyl)-2-methylpyrrolidine). Yields the product OC(C)(C)[C@@H]1[C@@H](N(CC1)C1=C(C=C(C#N)C=C1)OC)C (4-[(2S,3S)-3-(1-hydroxy-1-methylethyl)-2-methylpyrrolidin-1-yl]-3-methoxybenzonitrile), solid. Reaction SMILES: F[C:2]1[CH:9]=[CH:8][C:5]([C:6]#[N:7])=[CH:4][C:3]=1[O:10][CH3:11].[OH:12][C:13]([C@H:16]1[CH2:20][CH2:19][NH:18][C@H:17]1[CH3:21])([CH3:15])[CH3:14].C(=O)([O-])[O-].[Li+].[Li+]>>[OH:12][C:13]([C@H:16]1[CH2:20][CH2:19][N:18]([C:2]2[CH:9]=[CH:8][C:5]([C:6]#[N:7])=[CH:4][C:3]=2[O:10][CH3:11])[C@H:17]1[CH3:21])([CH3:15])[CH3:14] |f:2.3.4|. Procedure: Using 4-fluoro-3-methoxybenzonitrile (232 mg), (2S,3S)-3-(1-hydroxy-1-methylethyl)-2-methylpyrrolidine 1/2 oxalate (390 mg) and lithium carbonate (153 mg), the title compound was obtained as a white solid (yield: 42 mg) by an operation similar to that in Example 3.